From a dataset of the Open Reaction Database (ORD), a public repository of structured organic reaction records. describe an organic reaction: reactants, conditions, products, and yield Starting materials: COC(C1=C(C=C(C=C1)COC1=C(C=C(C=C1C1=CC(=CC=C1)C(F)(F)F)C(NCCCCCCCCC1=CC=CC=C1)=O)C1=CC(=CC=C1)C(F)(F)F)OC)=O (2-methoxy-4-[5′-(8-phenyl-octylcarbamoyl)-3,3″-bis-trifluoromethyl-[1,1′:3′1″]terphenyl-2′yloxymethyl]-benzoic acid methyl ester), B(Br)(Br)Br (BBr3). The solvent is C(Cl)Cl (CH2Cl2). Run at temperature 0 celsius, time 40 minute. The product is COC(C1=C(C=C(C=C1)COC1=C(C=C(C=C1C1=CC(=CC=C1)C(F)(F)F)C(NCCCCCCCCC1=CC=CC=C1)=O)C1=CC(=CC=C1)C(F)(F)F)O)=O (2-hydroxy-4-[5′-(8-phenyl-octylcarbamoyl)-3,3″-bis-trifluoromethyl-[1,1′:3′1″]terphenyl-2′yloxymethyl]-benzoic acid methyl ester). Reaction SMILES: [CH3:1][O:2][C:3](=[O:57])[C:4]1[CH:9]=[CH:8][C:7]([CH2:10][O:11][C:12]2[C:17]([C:18]3[CH:23]=[CH:22][CH:21]=[C:20]([C:24]([F:27])([F:26])[F:25])[CH:19]=3)=[CH:16][C:15]([C:28](=[O:44])[NH:29][CH2:30][CH2:31][CH2:32][CH2:33][CH2:34][CH2:35][CH2:36][CH2:37][C:38]3[CH:43]=[CH:42][CH:41]=[CH:40][CH:39]=3)=[CH:14][C:13]=2[C:45]2[CH:50]=[CH:49][CH:48]=[C:47]([C:51]([F:54])([F:53])[F:52])[CH:46]=2)=[CH:6][C:5]=1[O:55]C.B(Br)(Br)Br>C(Cl)Cl>[CH3:1][O:2][C:3](=[O:57])[C:4]1[CH:9]=[CH:8][C:7]([CH2:10][O:11][C:12]2[C:13]([C:45]3[CH:50]=[CH:49][CH:48]=[C:47]([C:51]([F:54])([F:53])[F:52])[CH:46]=3)=[CH:14][C:15]([C:28](=[O:44])[NH:29][CH2:30][CH2:31][CH2:32][CH2:33][CH2:34][CH2:35][CH2:36][CH2:37][C:38]3[CH:43]=[CH:42][CH:41]=[CH:40][CH:39]=3)=[CH:16][C:17]=2[C:18]2[CH:23]=[CH:22][CH:21]=[C:20]([C:24]([F:27])([F:26])[F:25])[CH:19]=2)=[CH:6][C:5]=1[OH:55]. Reported procedure: To a solution of 2-methoxy-4-[5′-(8-phenyl-octylcarbamoyl)-3,3″-bis-trifluoromethyl-[1,1′:3′1″]terphenyl-2′yloxymethyl]-benzoic acid methyl ester (0.418 g, 0.53 mmol, 1 eq) in CH2Cl2 (9 mL) cooled to 0° C. was added BBr3 (1M in CH2Cl2) (0.800 mL, 0.53 mmol, 1 eq). The reaction was stirred at 0° C. for 40 min, poured over ice and extracted with EtOAc. The combined organics were washed with brine, dried over MgSO4 and concentrated in vacuo. The residue was purified by flash chromatography (20 to 3... The reactants are CCCCC(F)C(O)CCC1C(OC2CCCCO2)CC2CC(=CCCCC(=O)OC)CC21, CO, [Na+], [OH-]. The product is CCCCC(F)C(O)CCC1C(OC2CCCCO2)CC2CC(=CCCCC(=O)O)CC21. Reaction SMILES: [C:1](=[O:2])([O:3][CH3:4])[CH2:5][CH2:6][CH2:7][CH:8]=[C:9]1[CH2:10][CH:11]2[CH2:12][CH:13]([O:27][CH:28]3[O:29][CH2:30][CH2:31][CH2:32][CH2:33]3)[CH:14]([CH2:17][CH2:18][CH:19]([CH:20]([CH2:21][CH2:22][CH2:23][CH3:24])[F:25])[OH:26])[CH:15]2[CH2:16]1.[CH3:34][OH:35].[Na+:37].[OH-:36]>>[C:1](=[O:2])([OH:3])[CH2:5][CH2:6][CH2:7][CH:8]=[C:9]1[CH2:10][CH:11]2[CH2:12][CH:13]([O:27][CH:28]3[O:29][CH2:30][CH2:31][CH2:32][CH2:33]3)[CH:14]([CH2:17][CH2:18][CH:19]([CH:20]([CH2:21][CH2:22][CH2:23][CH3:24])[F:25])[OH:26])[CH:15]2[CH2:16]1.